From a dataset of the Open Reaction Database (ORD), a public repository of structured organic reaction records. describe an organic reaction: reactants, conditions, products, and yield Reaction SMILES: [CH2:29]([P:30]([CH2:31][CH2:32][CH2:33][CH3:34])[CH2:35][CH2:36][CH2:37][CH3:38])[CH2:39][CH2:40][CH3:41].[CH3:1][c:2]1[cH:3][c:4]([NH:16][c:17]2[c:18]3[c:19]([n:20][cH:21][n:22]2)[cH:23][cH:24][n:25]3[CH2:26][CH2:27][OH:28])[cH:5][cH:6][c:7]1[O:8][c:9]1[cH:10][n:11][c:12]([CH3:15])[cH:13][cH:14]1.[CH3:60][c:61]1[cH:62][cH:63][cH:64][cH:65][cH:66]1.[N:42]([C:43]([N:44]1[CH2:45][CH2:46][CH2:47][CH2:48][CH2:49]1)=[O:50])=[N:51][C:52]([N:53]1[CH2:54][CH2:55][CH2:56][CH2:57][CH2:58]1)=[O:59].[OH2:67]>>[CH3:1][c:2]1[cH:3][c:4]([N:16]2[c:17]3[c:18]4[c:19]([n:20][cH:21][n:22]3)[cH:23][cH:24][n:25]4[CH2:26][CH2:27]2)[cH:5][cH:6][c:7]1[O:8][c:9]1[cH:10][n:11][c:12]([CH3:15])[cH:13][cH:14]1. Product: Cc1ccc(Oc2ccc(N3CCn4ccc5ncnc3c54)cc2C)cn1. The reactants are CCCCP(CCCC)CCCC, Cc1ccc(Oc2ccc(Nc3ncnc4ccn(CCO)c34)cc2C)cn1, Cc1ccccc1, O=C(N=NC(=O)N1CCCCC1)N1CCCCC1, O. Reaction SMILES: [CH3:31][CH2:32][OH:33].[CH:34]([OH:35])=[O:36].[OH2:30].[S:1]([c:2]1[cH:3][cH:4][c:5](-[n:6]2[c:7]([O:8][c:17]3[c:18]([S:26](=[O:27])(=[O:28])[NH2:29])[s:19][c:20]([C:22]([F:23])([F:24])[F:25])[cH:21]3)[n:9][n:10][n:11]2)[cH:12][cH:13]1)(=[O:14])(=[O:15])[NH2:16].[cH:37]1[cH:38][cH:39][cH:40][cH:41][cH:42]1>>[cH:17]1[c:18]([S:26](=[O:27])(=[O:28])[NH2:29])[s:19][c:20]([C:22]([F:23])([F:24])[F:25])[cH:21]1. Reactants: CCO, O=CO, O, NS(=O)(=O)c1ccc(-n2nnnc2Oc2cc(C(F)(F)F)sc2S(N)(=O)=O)cc1, c1ccccc1. Yields the product NS(=O)(=O)c1ccc(C(F)(F)F)s1. The yield is 90.9%. Reaction conditions: temperature 120 celsius. Product: C(C)S(=O)(=O)N1CCC(CC1)C1=CNC2=C(C=C(C=C12)C1=CC2=C(CCO2)C(=C1)C=O)C(=O)N (3-[1-(ethylsulfonyl)-4-piperidinyl]-5-(4-formyl-2,3-dihydro-1-benzofuran-6-yl)-1H-indole-7-carboxamide). Solvent: O1CCOCC1 (dioxane), O (H2O). The reactants are BrC=1C=C2C(=CNC2=C(C1)C(=O)N)C1CCN(CC1)S(=O)(=O)CC (5-bromo-3-[1-(ethylsulfonyl)-4-piperidinyl]-1H-indole-7-carboxamide), C([O-])([O-])=O.[Na+].[Na+] (sodium carbonate), CC1(OB(OC1(C)C)C=1C=C2C(CCO2)=C(C1)C=O)C (6-(4,4,5,5-tetramethyl-1,3,2-dioxaborolan-2-yl)-2,3-dihydro-1-benzofuran-4-carbaldehyde). Procedure details: To a solution of 5-bromo-3-[1-(ethylsulfonyl)-4-piperidinyl]-1H-indole-7-carboxamide (113 mg, 0.274 mmol) in dioxane (9.0 mL) and H2O (3.0 mL) was added sodium carbonate (174 mg, 1.64 mmol), and 6-(4,4,5,5-tetramethyl-1,3,2-dioxaborolan-2-yl)-2,3-dihydro-1-benzofuran-4-carbaldehyde (150 mg, 0.547 mmol). The reaction mixture was flushed under Argon for 10 min before addition of tetrakis(triphenylphosphine)palladium (0) (16 mg, 0.014 mmol). The reaction was heated in a microwave at 120° C. for 30 ... The reagents and catalysts are C=1C=CC(=CC1)[P](C=2C=CC=CC2)(C=3C=CC=CC3)[Pd]([P](C=4C=CC=CC4)(C=5C=CC=CC5)C=6C=CC=CC6)([P](C=7C=CC=CC7)(C=8C=CC=CC8)C=9C=CC=CC9)[P](C=1C=CC=CC1)(C=1C=CC=CC1)C=1C=CC=CC1 (tetrakis(triphenylphosphine)palladium). RXN SMILES: Br[C:2]1[CH:3]=[C:4]2[C:8](=[C:9]([C:11]([NH2:13])=[O:12])[CH:10]=1)[NH:7][CH:6]=[C:5]2[CH:14]1[CH2:19][CH2:18][N:17]([S:20]([CH2:23][CH3:24])(=[O:22])=[O:21])[CH2:16][CH2:15]1.C(=O)([O-])[O-].[Na+].[Na+].CC1(C)C(C)(C)OB([C:39]2[CH:40]=[C:41]3[O:45][CH2:44][CH2:43][C:42]3=[C:46]([CH:48]=[O:49])[CH:47]=2)O1>O1CCOCC1.O.C1C=CC([P]([Pd]([P](C2C=CC=CC=2)(C2C=CC=CC=2)C2C=CC=CC=2)([P](C2C=CC=CC=2)(C2C=CC=CC=2)C2C=CC=CC=2)[P](C2C=CC=CC=2)(C2C=CC=CC=2)C2C=CC=CC=2)(C2C=CC=CC=2)C2C=CC=CC=2)=CC=1>[CH2:23]([S:20]([N:17]1[CH2:18][CH2:19][CH:14]([C:5]2[C:4]3[C:8](=[C:9]([C:11]([NH2:13])=[O:12])[CH:10]=[C:2]([C:39]4[CH:47]=[C:46]([CH:48]=[O:49])[C:42]5[CH2:43][CH2:44][O:45][C:41]=5[CH:40]=4)[CH:3]=3)[NH:7][CH:6]=2)[CH2:15][CH2:16]1)(=[O:22])=[O:21])[CH3:24] |f:1.2.3,^1:61,63,82,101|. Reactants: CCO, Cn1cc(C2=C(c3cn(CCCN=C=S)c4ccccc34)C(=O)NC2=O)c2ccccc21, N, CN(C)C=O. The product is Cn1cc(C2=C(c3cn(CCCNC(N)=S)c4ccccc34)C(=O)NC2=O)c2ccccc21. Reaction SMILES: [CH3:39][CH2:40][OH:41].[N:1](=[C:2]=[S:3])[CH2:4][CH2:5][CH2:6][n:7]1[cH:8][c:9]([C:16]2=[C:20]([c:21]3[cH:22][n:23]([CH3:30])[c:24]4[cH:25][cH:26][cH:27][cH:28][c:29]34)[C:19](=[O:31])[NH:18][C:17]2=[O:32])[c:10]2[cH:11][cH:12][cH:13][cH:14][c:15]12.[NH3:38].[O:33]=[CH:34][N:35]([CH3:36])[CH3:37]>>[NH:1]([C:2](=[S:3])[NH2:35])[CH2:4][CH2:5][CH2:6][n:7]1[cH:8][c:9]([C:16]2=[C:20]([c:21]3[cH:22][n:23]([CH3:30])[c:24]4[cH:25][cH:26][cH:27][cH:28][c:29]34)[C:19](=[O:31])[NH:18][C:17]2=[O:32])[c:10]2[cH:11][cH:12][cH:13][cH:14][c:15]12. Reactants: O (water), FC1=CC=C(C=C1)[N+](=O)[O-] (4-fluoronitrobenzene), C(C=C)NCC=C (diallylamine), C(=O)([O-])[O-].[K+].[K+] (K2CO3). The solvent is CS(=O)C (DMSO). Conditions: temperature 100 celsius. Yields the product [N+](=O)([O-])C1=CC=C(N(CC=C)CC=C)C=C1 (4-Nitro-N,N-di(prop-2-en-1-yl)aniline). The yield is 59.5%. RXN SMILES: F[C:2]1[CH:7]=[CH:6][C:5]([N+:8]([O-:10])=[O:9])=[CH:4][CH:3]=1.[CH2:11]([NH:14][CH2:15][CH:16]=[CH2:17])[CH:12]=[CH2:13].C([O-])([O-])=O.[K+].[K+].O>CS(C)=O>[N+:8]([C:5]1[CH:6]=[CH:7][C:2]([N:14]([CH2:15][CH:16]=[CH2:17])[CH2:11][CH:12]=[CH2:13])=[CH:3][CH:4]=1)([O-:10])=[O:9] |f:2.3.4|. Procedure: A mixture of 4-fluoronitrobenzene (5.00 g, 35.44 mmol), diallylamine (3.48 g, 4.4 ml, 35.44 mmol) and K2CO3 (5.39 g, 38.98 mmol) in dry DMSO (40 ml) was heated at 100° C. under an atmosphere of argon for 3 h. The reaction mixture was then left to cool to room temperature (23° C.) and added to water (300 ml) and extracted with EtOAc (4×75 ml). The combined organics were washed with brine (100 ml) and dried (Na2SO4). The solvent was removed under reduced pressure to give a red oil that was purifie...